From a dataset of the Open Reaction Database (ORD), a public repository of structured organic reaction records. describe an organic reaction: reactants, conditions, products, and yield Reactants: COc1ccc(N=C=O)cc1, ONC1CCCCCCC1, C1CCOC1. Product: COc1ccc(NC(=O)N(O)C2CCCCCCC2)cc1. Reaction SMILES: [CH3:11][O:12][c:13]1[cH:14][cH:15][c:16]([N:19]=[C:20]=[O:21])[cH:17][cH:18]1.[CH:1]1([NH:9][OH:10])[CH2:2][CH2:3][CH2:4][CH2:5][CH2:6][CH2:7][CH2:8]1.[O:22]1[CH2:23][CH2:24][CH2:25][CH2:26]1>>[CH:1]1([N:9]([OH:10])[C:20]([NH:19][c:16]2[cH:15][cH:14][c:13]([O:12][CH3:11])[cH:18][cH:17]2)=[O:21])[CH2:2][CH2:3][CH2:4][CH2:5][CH2:6][CH2:7][CH2:8]1. The reactants are [N+](=O)(O)[O-] (nitric acid), ClC=1C=CC=2C(C=3N(C2C1)CCCN3)=O (7-chloro-3,4-dihydropyrimido[1,2-a]indole-10(2H)-one), ice. The solvent is OS(=O)(=O)O (H2SO4). Run at temperature -10 celsius, time 1 hour. Product: ClC=1C(=CC=2C(C=3N(C2C1)CCCN3)=O)[N+](=O)[O-] (7-Chloro-8-nitro-3,4-dihydropyrimido[1,2-a]indol-10(2H)-one). Yield: 78.7%. As a reaction SMILES: [Cl:1][C:2]1[CH:3]=[CH:4][C:5]2[C:6](=[O:15])[C:7]3[N:8]([CH2:11][CH2:12][CH2:13][N:14]=3)[C:9]=2[CH:10]=1.[N+:16]([O-])([OH:18])=[O:17]>OS(O)(=O)=O>[Cl:1][C:2]1[C:3]([N+:16]([O-:18])=[O:17])=[CH:4][C:5]2[C:6](=[O:15])[C:7]3[N:8]([CH2:11][CH2:12][CH2:13][N:14]=3)[C:9]=2[CH:10]=1. Procedure details: To a cold mixture of 7-chloro-3,4-dihydropyrimido[1,2-a]indole-10(2H)-one (0.221 g, 1.00 mmol ) in concentrated H2SO4 (1 mL), was added fuming nitric acid (0.042 mL, 1.00 mmol ) drop-wise with cooling in a ice/brine bath (−10° C.). After stirring for 10 minutes the ice bath was removed and stirring continued for 1 hour at room temperature. Controlling the temperature with an ice bath, fresh fuming HNO3 (0.021 mL) was added. After stirring for an additional hour the mixture was added to ice and b... The reactants are CON=C(C(C)=O)C(C)=O, COC(OC)OC, OCCO, Cc1ccc(S(=O)(=O)O)cc1. The product is CON=C(C(C)=O)C1(C)OCCO1. Reaction SMILES: [CH3:12][O:13][N:14]=[C:15]([C:16]([CH3:17])=[O:18])[C:19]([CH3:20])=[O:21].[CH:5]([O:6][CH3:7])([O:8][CH3:9])[O:10][CH3:11].[OH:1][CH2:2][CH2:3][OH:4].[c:22]1([CH3:23])[cH:24][cH:25][c:26]([S:27]([OH:28])(=[O:29])=[O:30])[cH:31][cH:32]1>>[O:1]1[CH2:2][CH2:3][O:4][C:19]1([C:15](=[N:14][O:13][CH3:12])[C:16]([CH3:17])=[O:18])[CH3:20]. The reactants are CC(C)(C)[Si](C)(C)OCc1ccc([N+](=O)[O-])cc1, CCO. Product: CC(C)(C)[Si](C)(C)OCc1ccc(N)cc1. As a reaction SMILES: [C:1]([CH3:2])([CH3:3])([CH3:4])[Si:5]([O:6][CH2:7][c:8]1[cH:9][cH:10][c:11]([N+:14]([O-:15])=[O:16])[cH:12][cH:13]1)([CH3:17])[CH3:18].[CH3:19][CH2:20][OH:21]>>[C:1]([CH3:2])([CH3:3])([CH3:4])[Si:5]([O:6][CH2:7][c:8]1[cH:9][cH:10][c:11]([NH2:14])[cH:12][cH:13]1)([CH3:17])[CH3:18]. Starting materials: ClCC1CO1, [Na+], [OH-], Oc1ccccc1. The product is c1ccc(OCC2CO2)cc1. Reaction SMILES: [Cl:8][CH2:9][CH:10]1[CH2:11][O:12]1.[Na+:14].[OH-:13].[OH:1][c:2]1[cH:3][cH:4][cH:5][cH:6][cH:7]1>>[O:1]([c:2]1[cH:3][cH:4][cH:5][cH:6][cH:7]1)[CH2:9][CH:10]1[CH2:11][O:12]1. The reactants are CS(N)(=O)=O, CC(=O)O, CC(Nc1nc(Nc2cnccn2)cc(N2CCC(C(=O)O)CC2)n1)c1ccc(F)cc1, C1CCOC1, O. Reaction SMILES: [CH3:33][S:34](=[O:35])(=[O:36])[NH2:37].[CH3:38][C:39](=[O:40])[OH:41].[F:1][c:2]1[cH:3][cH:4][c:5]([CH:8]([CH3:9])[NH:10][c:11]2[n:12][c:13]([NH:26][c:27]3[n:28][cH:29][cH:30][n:31][cH:32]3)[cH:14][c:15]([N:17]3[CH2:18][CH2:19][CH:20]([C:23](=[O:24])[OH:25])[CH2:21][CH2:22]3)[n:16]2)[cH:6][cH:7]1.[O:42]1[CH2:43][CH2:44][CH2:45][CH2:46]1.[OH2:47]>>[F:1][c:2]1[cH:3][cH:4][c:5]([CH:8]([CH3:9])[NH:10][c:11]2[n:12][c:13]([NH:26][c:27]3[n:28][cH:29][cH:30][n:31][cH:32]3)[cH:14][c:15]([N:17]3[CH2:18][CH2:19][CH:20]([C:23](=[O:24])[NH:37][S:34]([CH3:33])(=[O:35])=[O:36])[CH2:21][CH2:22]3)[n:16]2)[cH:6][cH:7]1. The product is CC(Nc1nc(Nc2cnccn2)cc(N2CCC(C(=O)NS(C)(=O)=O)CC2)n1)c1ccc(F)cc1.